From a dataset of the Open Reaction Database (ORD), a public repository of structured organic reaction records. describe an organic reaction: reactants, conditions, products, and yield Starting materials: BrC1=C(C2=C(N=C(O2)C(=O)OCC)C(=C1C)C#N)F (ethyl 6-bromo-4-cyano-7-fluoro-5-methyl-1,3-benzoxazole-2-carboxylate), Cl (hydrochloric acid), C[Al](C)C (trimethylaluminium), Cl.CNC (dimethylamine hydrochloride). Solvent: ClCCl (dichloromethane), ClCCl (dichloromethane). Reaction conditions: time 30 minute. Product: BrC1=C(C2=C(N=C(O2)C(=O)N(C)C)C(=C1C)C#N)F (6-Bromo-4-cyano-7-fluoro-N,N,5-trimethyl-1,3-benzoxazole-2-carboxamide). The yield is 47.8%. As a reaction SMILES: C[Al](C)C.Cl.[CH3:6][NH:7][CH3:8].[Br:9][C:10]1[C:23]([CH3:24])=[C:22]([C:25]#[N:26])[C:13]2[N:14]=[C:15]([C:17]([O:19]CC)=O)[O:16][C:12]=2[C:11]=1[F:27].Cl>ClCCl>[Br:9][C:10]1[C:23]([CH3:24])=[C:22]([C:25]#[N:26])[C:13]2[N:14]=[C:15]([C:17]([N:7]([CH3:8])[CH3:6])=[O:19])[O:16][C:12]=2[C:11]=1[F:27] |f:1.2|. Procedure: Under nitrogen atmosphere, trimethylaluminium (1.03 M n-hexane solution, 57.9 ml, 59.6 mmol) was dropwise added to a dichloromethane (100 ml) solution of dimethylamine hydrochloride (4.86 g, 59.6 mmol) with cooling in a water bath, taking 30 minutes, and stirred for 65 minutes at room temperature. Subsequently, a dichloromethane (30 ml) solution of ethyl 6-bromo-4-cyano-7-fluoro-5-methyl-1,3-benzoxazole-2-carboxylate (I-126) (6.50 g, 19.9 mmol) was dropwise added and stirred for 30 hours. After ... Starting materials: N1=CN=C(C2=C1NC=C2)C#N (7H-Pyrrolo[2,3-d]pyrimidine-4-carbonitrile), Cl (HCl). The reagents and catalysts are [Pd] (Pd/C). The solvent is CCO (EtOH). Conditions: time 6 hour. The product is Cl.Cl.N1=CN=C(C2=C1NC=C2)CN (C-(7H-pyrrolo[2,3-d]pyrimidin-4-yl)-methylamine dihydrochloride). As a reaction SMILES: [N:1]1[C:6]2[NH:7][CH:8]=[CH:9][C:5]=2[C:4]([C:10]#[N:11])=[N:3][CH:2]=1.[ClH:12]>CCO.[Pd]>[ClH:12].[ClH:12].[N:1]1[C:6]2[NH:7][CH:8]=[CH:9][C:5]=2[C:4]([CH2:10][NH2:11])=[N:3][CH:2]=1 |f:4.5.6|. Reported procedure: 7H-Pyrrolo[2,3-d]pyrimidine-4-carbonitrile (86 mg, 0.597 mmol) was dissolved in EtOH (2 mL), then added concentrated HCl (0.2 mL, 2.39 mmol) and 10% Pd/C (20 mg). The reaction was put under a balloon of H2 gas and stirred for 6 h. The mixture was filtered through a pad of Celite®, washing with MeOH. The filtrate was concentrated in vacuo to yield C-(7H-pyrrolo[2,3-d]pyrimidin-4-yl)-methylamine dihydrochloride as an orange solid. The reactants are O=C(Nc1cccc(Br)c1)C(F)(F)F, O=S(=O)(O)Cl. The product is O=C(Nc1ccc(S(=O)(=O)Cl)c(Br)c1)C(F)(F)F. RXN SMILES: [Br:1][c:2]1[cH:3][c:4]([NH:8][C:9]([C:10]([F:11])([F:12])[F:13])=[O:14])[cH:5][cH:6][cH:7]1.[Cl:15][S:16](=[O:17])(=[O:18])[OH:19]>>[Br:1][c:2]1[cH:3][c:4]([NH:8][C:9]([C:10]([F:11])([F:12])[F:13])=[O:14])[cH:5][cH:6][c:7]1[S:16]([Cl:15])(=[O:17])=[O:18]. Reactants: ICC1C(C(C(C1)N1N=NC2=C1N=C(N=C2NC2C(C2)C2=CC=CC=C2)SCCC)O)O (3-(Iodomethyl)-5-[7-[(2-phenylcyclopropyl)amino]-5-(propylthio)-3H-1,2,3-triazolo[4,5-d]pyrimidin-3-yl]-cyclopentane-1,2-diol), solution, CN (methylamine), C(C)(=O)OCC (ethyl acetate). Solvent: CS(=O)C (dimethylsulphoxide). Reaction conditions: time 18 hour. Product: CNCC1C(C(C(C1)N1N=NC2=C1N=C(N=C2NC2C(C2)C2=CC=CC=C2)SCCC)O)O (3-[(Methylamino)methyl]-5-[7-[(2-phenylcyclopropyl)amino]-5-(propylthio)-3H-1,2,3-triazolo[4,5-d]pyrimidin-3-yl]-cyclopentane-1,2-diol). Reaction SMILES: I[CH2:2][CH:3]1[CH2:7][CH:6]([N:8]2[C:12]3[N:13]=[C:14]([S:27][CH2:28][CH2:29][CH3:30])[N:15]=[C:16]([NH:17][CH:18]4[CH2:20][CH:19]4[C:21]4[CH:26]=[CH:25][CH:24]=[CH:23][CH:22]=4)[C:11]=3[N:10]=[N:9]2)[CH:5]([OH:31])[CH:4]1[OH:32].[CH3:33][NH2:34].C(OCC)(=O)C>CS(C)=O>[CH3:33][NH:34][CH2:2][CH:3]1[CH2:7][CH:6]([N:8]2[C:12]3[N:13]=[C:14]([S:27][CH2:28][CH2:29][CH3:30])[N:15]=[C:16]([NH:17][CH:18]4[CH2:20][CH:19]4[C:21]4[CH:26]=[CH:25][CH:24]=[CH:23][CH:22]=4)[C:11]=3[N:10]=[N:9]2)[CH:5]([OH:31])[CH:4]1[OH:32]. Reported procedure: A solution of the product from step (c) (0.25 g) in dimethylsulphoxide (3mil) was treated with a 40% solution of aqueous methylamine (1 ml). The reaction mixture was allowed to stand for 18 hours at room temperature then poured into ethyl acetate (200 ml), washed with a saturated solution of aqueous brine (3×100 ml), dried and concentrated. Purification (SiO2, methanol:chloroform 1:4 as eluant) afforded the subtitle compound (0.27 g). Reactants: Nc1ccc(Br)cc1, CC1(C)C2CCC1C1C(=O)OC(=O)C12, ClC(Cl)Cl. The product is CC1(C)C2CCC1C(C(=O)Nc1ccc(Br)cc1)C2C(=O)O. Reaction SMILES: [Br:15][c:16]1[cH:17][cH:18][c:19]([NH2:20])[cH:21][cH:22]1.[CH3:1][C:2]1([CH3:14])[CH:3]2[CH:4]3[CH:5]([CH:6]1[CH2:7][CH2:8]2)[C:9](=[O:10])[O:11][C:12]3=[O:13].[CH:23]([Cl:24])([Cl:25])[Cl:26]>>[CH3:1][C:2]1([CH3:14])[CH:3]2[CH:4]([C:12]([OH:11])=[O:13])[CH:5]([C:9](=[O:10])[NH:20][c:19]3[cH:18][cH:17][c:16]([Br:15])[cH:22][cH:21]3)[CH:6]1[CH2:7][CH2:8]2. The reactants are CC(Cl)OC(=O)Oc1ccccc1, [F-], [K+]. Yields the product O=C(F)Oc1ccccc1. Reaction SMILES: [C:1]([O:2][CH:4]([Cl:5])[CH3:13])(=[O:3])[O:6][c:7]1[cH:8][cH:9][cH:10][cH:11][cH:12]1.[F-:14].[K+:15]>>[C:1](=[O:2])([O:6][c:7]1[cH:8][cH:9][cH:10][cH:11][cH:12]1)[F:14]. The reactants are [H-].[Al+3].[Li+].[H-].[H-].[H-] (lithiumaluminiumhydride), Cl (HCl), C(C)OC(=O)C1=NN2C(C(NC(=C2)C2=CC=C(C=C2)C(C)(C)C)=O)=C1 (6-(4-tert-butyl-phenyl)-4-oxo-4,5-dihydro-pyrazolo[1,5-a]pyrazine-2-carboxylic acid ethyl ester). The reagents and catalysts are CO (methanol). Solvent: C1CCOC1 (THF). Reaction conditions: time 2 hour. The product is C(C)(C)(C)C1=CC=C(C=C1)C=1NC(C=2N(C1)N=C(C2)CO)=O (6-(4-tert-butyl-phenyl)-2-hydroxymethyl-5H-pyrazolo[1,5-a]pyrazin-4-one). RXN SMILES: [H-].[Al+3].[Li+].[H-].[H-].[H-].C([O:9][C:10]([C:12]1[CH:31]=[C:15]2[C:16](=[O:30])[NH:17][C:18]([C:20]3[CH:25]=[CH:24][C:23]([C:26]([CH3:29])([CH3:28])[CH3:27])=[CH:22][CH:21]=3)=[CH:19][N:14]2[N:13]=1)=O)C.Cl>C1COCC1.CO>[C:26]([C:23]1[CH:22]=[CH:21][C:20]([C:18]2[NH:17][C:16](=[O:30])[C:15]3[N:14]([N:13]=[C:12]([CH2:10][OH:9])[CH:31]=3)[CH:19]=2)=[CH:25][CH:24]=1)([CH3:29])([CH3:27])[CH3:28] |f:0.1.2.3.4.5|. Reported procedure: Under nitrogen, 43.4 mg (1.14 mmol) lithiumaluminiumhydride is added to a solution of 194 mg (0.571 mmol) 6-(4-tert-butyl-phenyl)-4-oxo-4,5-dihydro-pyrazolo[1,5-a]pyrazine-2-carboxylic acid ethyl ester (for preparation see previous example) in 20 ml THF. The reaction mixture is stirred at ambient temperature for two hours. A few drops of methanol and then 2 ml 2 N aqueous HCl solution are added slowly to the reaction mixture. It is then filtered over a pad of celite. The filtrate is evaporated a... Reactants: CN(C)C=O (DMF), C(C)(C)O (isopropanol), C1CCOC1 (THF), CC(=O)C (acetone), CC(=O)C (acetone). The solvent is C(C)#N (acetonitrile), C(C)(=O)O (acetic acid), C(C)O (ethanol), CO (methanol), C(C)#N (acetonitrile), C(C)O (ethanol). Product: C=1C=CC(=CC1)[C@@H]2CC(=O)C=3C(=CC(=CC3O2)O)O (pinocembrin). Reaction SMILES: [CH:1]([OH:4])([CH3:3])[CH3:2].[CH2:5]1[CH2:9][O:8][CH2:7][CH2:6]1.CN([CH:13]=[O:14])C.[CH3:15][C:16]([CH3:18])=[O:17]>C(O)(=O)C.C(O)C.C(#N)C.CO>[CH:5]1[CH:6]=[CH:7][C:5]([C@H:9]2[O:8][C:7]3[CH:18]=[C:16]([OH:17])[CH:15]=[C:13]([OH:14])[C:3]=3[C:1](=[O:4])[CH2:2]2)=[CH:6][CH:9]=1. Reported procedure: Referring to the preparation method of Example 1, using the mixture of isopropanol and THF (isopropanol:THF=2:1), the mixture of acetonitrile and DMF (acetonitrile:DMF=4:1), the mixture of methanol and acetone (methanol:acetone=3:2), the mixture of ethanol and acetonitrile (ethanol:acetonitrile=1:1), and the mixture of ethanol, acetone and glacial acetic acid (ethanol:acetone:glacial acetic acid=2:1:0.1) as the solvents, white crystalline of pinocembrin was obtained. The results of the experimen... Reactants: ClCCN=C=S (2-Chloroethylisothiocyanate), C(N)(=N)NC(=O)C1=NC(=C(N=C1N)N)Cl (N-amidino 3,5-diamino-6-chloro-2-pyrazinecarboxamide), CN(C)C=O (DMF). Conditions: time 2 hour. The product is NC=1C(=NC(=C(N1)N)Cl)C(=O)N=CNNC=1SCCN1 (3,5-diamino-6-chloro-N-[(2-thiazolinylamino)aminomethylene]-2-pyrazinecarboxamide). Reaction SMILES: Cl[CH2:2][CH2:3][N:4]=[C:5]=[S:6].[C:7]([NH:10][C:11]([C:13]1[C:18]([NH2:19])=[N:17][C:16]([NH2:20])=[C:15]([Cl:21])[N:14]=1)=[O:12])(=N)[NH2:8].C[N:23](C=O)C>>[NH2:19][C:18]1[C:13]([C:11]([N:10]=[CH:7][NH:8][NH:23][C:5]2[S:6][CH2:2][CH2:3][N:4]=2)=[O:12])=[N:14][C:15]([Cl:21])=[C:16]([NH2:20])[N:17]=1. Procedure: 2-Chloroethylisothiocyanate (670 mg., 0.0055 mole) is added to a warm (40° C.) solution of N-amidino 3,5-diamino-6-chloro-2-pyrazinecarboxamide (1.15 g., 0.005 mole) in DMF (30 ml.) with stirring. After 2 hours, the solid precipitate is collected, washed with H2 0 and dried to give 3,5-diamino-6-chloro-N-[(2-thiazolinylamino)aminomethylene]-2-pyrazinecarboxamide., m.p. 252°-254° C. Reactants: OC=1C=C(C(=O)OC)C=CC1 (methyl 3-hydroxybenzoate), CS(=O)(=O)OCCNC(=O)OC(C)(C)C (2-(tert-butoxycarbonylamino)ethyl methanesulfonate). The product is C(C)(C)(C)OC(=O)NCCOC=1C=C(C(=O)OC)C=CC1 (methyl 3-(2-(tert-butoxycarbonylamino)ethoxy)benzoate). As a reaction SMILES: [OH:1][C:2]1[CH:3]=[C:4]([CH:9]=[CH:10][CH:11]=1)[C:5]([O:7][CH3:8])=[O:6].CS(O[CH2:17][CH2:18][NH:19][C:20]([O:22][C:23]([CH3:26])([CH3:25])[CH3:24])=[O:21])(=O)=O>>[C:23]([O:22][C:20]([NH:19][CH2:18][CH2:17][O:1][C:2]1[CH:3]=[C:4]([CH:9]=[CH:10][CH:11]=1)[C:5]([O:7][CH3:8])=[O:6])=[O:21])([CH3:26])([CH3:25])[CH3:24]. Reported procedure: Coupling of methyl 3-hydroxybenzoate with 2-(tert-butoxycarbonylamino)ethyl methanesulfonate following the method used in Example 9 gave methyl 3-(2-(tert-butoxycarbonylamino)ethoxy)benzoate as a light yellow oil. Yield (0.65 g, 84%): 1H NMR (400 MHz, CD3OD) δ 7.36 (t, J=8.0 Hz, 1H), 7.26 (t, J=8.0 Hz, 1H), 7.16 (ddd, J=8.4, 2.4, 0.8 Hz, 1H), 6.99 (ddd, J=8.0, 2.4, 0.8 Hz, 1H), 4.03 (t, J=5.6 Hz, 2H), 3.78 (s, 3H), 1.43 (s, 9H).